This data is from the Open Reaction Database (ORD), a public repository of structured organic reaction records. The task is: describe an organic reaction: reactants, conditions, products, and yield The reactants are CC(CO)C=C (2-methylbut-3-en-1-ol), [Br-].[In+3].[Br-].[Br-] (indium (III) bromide), ice, Br[Si](C)(C)C (bromotrimethylsilane), C(=O)(O)[O-].[Na+] (NaHCO3), C(=O)C1=C(C(=NO1)C(=O)OCC)C (ethyl 5-formyl-4-methylisoxazole-3-carboxylate), C(=O)C1=C(C(=NO1)C(=O)OCC)C (ethyl 5-formyl-4-methylisoxazole-3-carboxylate). Solvent: C(Cl)Cl (DCM), C(Cl)Cl (DCM). Run at time 30 minute. The product is BrC1CC(OCC1C)C1=C(C(=NO1)C(=O)OCC)C (Ethyl 5-(4-bromo-5-methyltetrahydro-2H-pyran-2-yl)-4-methylisoxazole-3-carboxylate). RXN SMILES: [CH3:1][CH:2]([CH:5]=[CH2:6])[CH2:3][OH:4].[Br-:7].[In+3].[Br-].[Br-].Br[Si](C)(C)C.[CH:16]([C:18]1[O:22][N:21]=[C:20]([C:23]([O:25][CH2:26][CH3:27])=[O:24])[C:19]=1[CH3:28])=O.C([O-])(O)=O.[Na+]>C(Cl)Cl>[Br:7][CH:5]1[CH:2]([CH3:1])[CH2:3][O:4][CH:16]([C:18]2[O:22][N:21]=[C:20]([C:23]([O:25][CH2:26][CH3:27])=[O:24])[C:19]=2[CH3:28])[CH2:6]1 |f:1.2.3.4,7.8|. Procedure: To an ice-cooled mixture of 2-methylbut-3-en-1-ol (Aldrich) (0.171 mL, 1.638 mmol), indium (III) bromide (28.3 mg, 0.082 mmol) and dry DCM (10 mL) under nitrogen, was added bromotrimethylsilane (0.213 mL, 1.638 mmol). The reaction mixture was stirred with ice cooling for 30 mins. A solution of ice cold ethyl 5-formyl-4-methylisoxazole-3-carboxylate (Intermediate C) (300 mg, 1.638 mmol) in dry DCM (2 mL) was added to the reaction mixture over a 5 minute period. The reaction mixture was stirred wi... Reactants: Cl.COC=1C=C2CCNCC2=CC1OC (6,7-dimethoxy-1,2,3,4-tetrahydroisoquinoline hydrochloride), BrCCCCCCC(C1=CC=CC=C1)SC1=CC=CC=C1 ([(7-bromo-1-phenylheptyl)thio]benzene), C(C)N(C(C)C)C(C)C (ethyl diisopropylamine). The solvent is C(C)#N (acetonitrile). The product is COC=1C=C2CCN(CC2=CC1OC)CCCCCCC(SC1=CC=CC=C1)C1=CC=CC=C1 (1,2,3,4-Tetrahydro-6,7-dimethoxy-2-[7-phenyl-7-(phenylthio)heptyl]isoquinoline). Yield: 36.4%. As a reaction SMILES: Cl.[CH3:2][O:3][C:4]1[CH:5]=[C:6]2[C:11](=[CH:12][C:13]=1[O:14][CH3:15])[CH2:10][NH:9][CH2:8][CH2:7]2.Br[CH2:17][CH2:18][CH2:19][CH2:20][CH2:21][CH2:22][CH:23]([S:30][C:31]1[CH:36]=[CH:35][CH:34]=[CH:33][CH:32]=1)[C:24]1[CH:29]=[CH:28][CH:27]=[CH:26][CH:25]=1.C(N(C(C)C)C(C)C)C>C(#N)C>[CH3:2][O:3][C:4]1[CH:5]=[C:6]2[C:11](=[CH:12][C:13]=1[O:14][CH3:15])[CH2:10][N:9]([CH2:17][CH2:18][CH2:19][CH2:20][CH2:21][CH2:22][CH:23]([C:24]1[CH:25]=[CH:26][CH:27]=[CH:28][CH:29]=1)[S:30][C:31]1[CH:32]=[CH:33][CH:34]=[CH:35][CH:36]=1)[CH2:8][CH2:7]2 |f:0.1|. Procedure details: The free base from 4.60 g of 6,7-dimethoxy-1,2,3,4-tetrahydroisoquinoline hydrochloride, 3.63 g of [(7-bromo-1-phenylheptyl)thio]benzene, 50 ml of acetonitrile and 2.61 ml of ethyl diisopropylamine is heated at reflux temperature for 29 hours. The solvent is evaporated over night and the residue is partitioned between chloroform and aqueous ammonium hydroxide. The organic layer is dried and concentrated in vacuo to give 5.81 g of crude product. The residue is purified by chromatography (silica g... The reactants are [C-]#N, CC(=O)Oc1c(C)c(C)c2c(c1C)CCC(C)(O)O2, CCOCC, CS(C)=O, [K+], O, O=S(=O)(O)O. Yields the product CC(=O)Oc1c(C)c(C)c(O)c(CCC(C)(O)C#N)c1C. RXN SMILES: [C-:24]#[N:25].[C:1]([CH3:2])(=[O:3])[O:4][c:5]1[c:6]([CH3:19])[c:7]2[c:12]([c:13]([CH3:16])[c:14]1[CH3:15])[O:11][C:10]([CH3:17])([OH:18])[CH2:9][CH2:8]2.[CH2:33]([O:34][CH2:35][CH3:36])[CH3:37].[CH3:20][S:21]([CH3:22])=[O:23].[K+:26].[OH2:32].[S:27](=[O:28])(=[O:29])([OH:30])[OH:31]>>[C:1]([CH3:2])(=[O:3])[O:4][c:5]1[c:6]([CH3:19])[c:7]([CH2:8][CH2:9][C:10]([CH3:17])([OH:18])[C:24]#[N:25])[c:12]([OH:11])[c:13]([CH3:16])[c:14]1[CH3:15].